This data is from the Open Reaction Database (ORD), a public repository of structured organic reaction records. The task is: describe an organic reaction: reactants, conditions, products, and yield The reactants are [H-].[Na+] (sodium hydride), C(C1=CC=CC=C1)O (benzyl alcohol), ClC=1C=CC(=C(C1)N(C(OC(C)(C)C)=O)C)[N+](=O)[O-] (t-butyl N-(5-chloro-2-nitrophenyl)-N-methylcarbamate). Run in CN(C=O)C (N,N-dimethylformamide). Reaction conditions: time 30 minute. Yields the product C(C1=CC=CC=C1)OC=1C=CC(=C(C1)N(C(OC(C)(C)C)=O)C)[N+](=O)[O-] (t-Butyl N-(5-benzyloxy-2-nitrophenyl)-N-methylcarbamate). Isolated yield 268.5%. As a reaction SMILES: [H-].[Na+].[CH2:3]([OH:10])[C:4]1[CH:9]=[CH:8][CH:7]=[CH:6][CH:5]=1.Cl[C:12]1[CH:13]=[CH:14][C:15]([N+:27]([O-:29])=[O:28])=[C:16]([N:18]([CH3:26])[C:19](=[O:25])[O:20][C:21]([CH3:24])([CH3:23])[CH3:22])[CH:17]=1>CN(C)C=O>[CH2:3]([O:10][C:12]1[CH:13]=[CH:14][C:15]([N+:27]([O-:29])=[O:28])=[C:16]([N:18]([CH3:26])[C:19](=[O:25])[O:20][C:21]([CH3:22])([CH3:23])[CH3:24])[CH:17]=1)[C:4]1[CH:9]=[CH:8][CH:7]=[CH:6][CH:5]=1 |f:0.1|. Reported procedure: A mixture of sodium hydride (5.24 g, 55% dispersion in mineral oil), benzyl alcohol (13 g) and anhydrous N,N-dimethylformamide (150 ml) was stirred at room temperature for 30 minutes. To this mixture was added t-butyl N-(5-chloro-2-nitrophenyl)-N-methylcarbamate (8.7 g) at room temperature and this mixture was stirred for 18 hours. The reaction mixture was concentrated and the residue was partitioned between ethyl acetate and water. The extract was washed with saturated aqueous sodium chloride s... Reactants: COCOc1nn(-c2ccccc2)cc1C=O, CCOP(=O)(Cc1csc(C)n1)OCC, [H-], [Na+], C1CCOC1, O. The product is COCOc1nn(-c2ccccc2)cc1C=Cc1csc(C)n1. Reaction SMILES: [CH3:18][O:19][CH2:20][O:21][c:22]1[n:23][n:24](-[c:29]2[cH:30][cH:31][cH:32][cH:33][cH:34]2)[cH:25][c:26]1[CH:27]=[O:28].[CH3:1][c:2]1[s:3][cH:4][c:5]([CH2:7][P:8](=[O:9])([O:10][CH2:11][CH3:12])[O:13][CH2:14][CH3:15])[n:6]1.[H-:16].[Na+:17].[O:36]1[CH2:37][CH2:38][CH2:39][CH2:40]1.[OH2:35]>>[CH3:1][c:2]1[s:3][cH:4][c:5]([CH:7]=[CH:27][c:26]2[c:22]([O:21][CH2:20][O:19][CH3:18])[n:23][n:24](-[c:29]3[cH:30][cH:31][cH:32][cH:33][cH:34]3)[cH:25]2)[n:6]1.